From a dataset of the Open Reaction Database (ORD), a public repository of structured organic reaction records. describe an organic reaction: reactants, conditions, products, and yield Reaction SMILES: [CH2:1]([N:3]1[CH2:7][CH2:6][CH2:5][C@H:4]1[C:8]([O:10]CC1C=CC=CC=1)=[O:9])[CH3:2]>[Pd]>[CH2:1]([N:3]1[CH2:7][CH2:6][CH2:5][C@H:4]1[C:8]([OH:10])=[O:9])[CH3:2]. The reagents and catalysts are [Pd] (Palladium on carbon). Yields the product C(C)N1[C@@H](CCC1)C(=O)O ((S)—N-ethylpyrrolidine-2-carboxylic acid). Isolated yield 102.1%. Procedure: Palladium on carbon (10%, 0.2 g) was added to a solution of benzyl (S)—N-ethylpyrrolidine-2-carboxylate (Intermediate 107, 0.603 g) under an atmosphere of nitrogen. The mixture was then hydrogenated at 4 Bar for 3 hours. The mixture was filtered through Celite and the filtrate was evaporated to dryness to give (S)—N-ethylpyrrolidine-2-carboxylic acid (0.378 g) as a straw coloured gummy solid. Run at time 3 hour. The reactants are C(C)N1[C@@H](CCC1)C(=O)OCC1=CC=CC=C1 (benzyl (S)—N-ethylpyrrolidine-2-carboxylate), C(C)N1[C@@H](CCC1)C(=O)OCC1=CC=CC=C1 (benzyl (S)—N-ethylpyrrolidine-2-carboxylate). Procedure: To a solution of tert-butyl(2S)-6-amino-3-oxooctahydroindolizin-2-ylcarbamate 127.2 (0.913 g, 3.39 mmol) in DMF (25 ml) and was added 4-chloro-7-tosyl-7H-pyrrolo[2,3-d]pyrimidine (100 mg (3.4 mmole) 127.a and DIEA (1.18 mL (6.78 mmole) at solution was heated 90° C. for 24 hr. After cooling to room temperature, the mixture was diluted with H2O and washed with EtOAc (2×). The combined organics were washed with H2O and brine, dried over MgSO4, filtered, and concentrated in vacuo, absorbing onto 6 g... Run in O (H2O), CN(C)C=O (DMF). The product is O=C1[C@H](C[C@@H]2CC[C@@H](CN12)NC=1C2=C(N=CN1)N(C=C2)S(=O)(=O)C2=CC=C(C)C=C2)NC(OC(C)(C)C)=O (tert-butyl (2S,6S,8aS)-3-oxo-6-(7-tosyl-7H-pyrrolo[2,3-d]pyrimidin-4-ylamino)octahydroindolizin-2-ylcarbamate), O=C1[C@H](C[C@H]2CC[C@H](CN12)NC=1C2=C(N=CN1)N(C=C2)S(=O)(=O)C2=CC=C(C)C=C2)NC(OC(C)(C)C)=O (tert-butyl (2S,6R,8 aR)-3-oxo-6-(7-tosyl-7H-pyrrolo[2,3-d]pyrimidin-4-ylamino)octahydroindolizin-2-ylcarbamate). Starting materials: NC1CN2C([C@H](CC2CC1)NC(OC(C)(C)C)=O)=O (tert-butyl(2S)-6-amino-3-oxooctahydroindolizin-2-ylcarbamate), ClC=1C2=C(N=CN1)N(C=C2)S(=O)(=O)C2=CC=C(C)C=C2 (4-chloro-7-tosyl-7H-pyrrolo[2,3-d]pyrimidine), 127.a, CCN(C(C)C)C(C)C (DIEA). As a reaction SMILES: [NH2:1][CH:2]1[CH2:10][CH2:9][CH:8]2[N:4]([C:5](=[O:19])[C@@H:6]([NH:11][C:12](=[O:18])[O:13][C:14]([CH3:17])([CH3:16])[CH3:15])[CH2:7]2)[CH2:3]1.Cl[C:21]1[C:22]2[CH:29]=[CH:28][N:27]([S:30]([C:33]3[CH:39]=[CH:38][C:36]([CH3:37])=[CH:35][CH:34]=3)(=[O:32])=[O:31])[C:23]=2[N:24]=[CH:25][N:26]=1.CCN(C(C)C)C(C)C>CN(C=O)C.O>[O:19]=[C:5]1[N:4]2[C@@H:8]([CH2:9][CH2:10][C@H:2]([NH:1][C:21]3[C:22]4[CH:29]=[CH:28][N:27]([S:30]([C:33]5[CH:39]=[CH:38][C:36]([CH3:37])=[CH:35][CH:34]=5)(=[O:31])=[O:32])[C:23]=4[N:24]=[CH:25][N:26]=3)[CH2:3]2)[CH2:7][C@@H:6]1[NH:11][C:12](=[O:18])[O:13][C:14]([CH3:15])([CH3:16])[CH3:17].[O:19]=[C:5]1[N:4]2[C@H:8]([CH2:9][CH2:10][C@@H:2]([NH:1][C:21]3[C:22]4[CH:29]=[CH:28][N:27]([S:30]([C:33]5[CH:39]=[CH:38][C:36]([CH3:37])=[CH:35][CH:34]=5)(=[O:31])=[O:32])[C:23]=4[N:24]=[CH:25][N:26]=3)[CH2:3]2)[CH2:7][C@@H:6]1[NH:11][C:12](=[O:18])[O:13][C:14]([CH3:15])([CH3:16])[CH3:17]. Run at temperature 90 celsius. Starting materials: BrCc1ccccc1, ClCCl, Nc1nc2cc[nH]c2c(=O)[nH]1, [Na+], [OH-], O. Yields the product Nc1nc2ccn(Cc3ccccc3)c2c(=O)[nH]1. As a reaction SMILES: [Br:12][CH2:13][c:14]1[cH:15][cH:16][cH:17][cH:18][cH:19]1.[Cl:23][CH2:24][Cl:25].[NH2:1][c:2]1[nH:3][c:4](=[O:11])[c:5]2[c:6]([n:7]1)[cH:8][cH:9][nH:10]2.[Na+:21].[OH-:20].[OH2:22]>>[NH2:1][c:2]1[nH:3][c:4](=[O:11])[c:5]2[c:6]([n:7]1)[cH:8][cH:9][n:10]2[CH2:13][c:14]1[cH:15][cH:16][cH:17][cH:18][cH:19]1. Reactants: CN1CCOCC1 (N-methyl morpholine), S(=O)(=O)(O)C1=CC=C(C)C=C1.C(C1=CC=CC=C1)OC(C(CN)O)=O (isoserine benzyl ester tosylate salt), Cl.CN(CCCN=C=NCC)C (1-(3-dimethylaminopropyl)-3-ethylcarbodiimide hydrochloride), C(=O)(O)C1(CC2=CC=CC=C2CC1)CSC(C)=O (2-carboxy-2-[(acetylthio)methyl]-1,2,3,4-tetrahydronaphthalene). Run in CN(C=O)C (dimethylformamide). Reaction conditions: time 18 hour. Yields the product C(C)(=O)SCC1(CC2=CC=CC=C2CC1)C(=O)NCC(O)C(=O)OCC1=CC=CC=C1 (N-[[1,2,3,4-Tetrahydro-2-[(acetylthio)methyl]-2-naphthalenyl]carbonyl]-isoserine, benzyl ester). RXN SMILES: [C:1]([C:4]1([CH2:14][S:15][C:16](=[O:18])[CH3:17])[CH2:13][CH2:12][C:11]2[C:6](=[CH:7][CH:8]=[CH:9][CH:10]=2)[CH2:5]1)([OH:3])=O.CN1CCOCC1.S(C1C=CC(C)=CC=1)(O)(=O)=O.[CH2:37]([O:44][C:45](=[O:50])[CH:46]([OH:49])[CH2:47][NH2:48])[C:38]1[CH:43]=[CH:42][CH:41]=[CH:40][CH:39]=1.Cl.CN(C)CCCN=C=NCC>CN(C)C=O>[C:16]([S:15][CH2:14][C:4]1([C:1]([NH:48][CH2:47][CH:46]([C:45]([O:44][CH2:37][C:38]2[CH:43]=[CH:42][CH:41]=[CH:40][CH:39]=2)=[O:50])[OH:49])=[O:3])[CH2:13][CH2:12][C:11]2[C:6](=[CH:7][CH:8]=[CH:9][CH:10]=2)[CH2:5]1)(=[O:18])[CH3:17] |f:2.3,4.5|. Reported procedure: Dissolve 2-carboxy-2-[(acetylthio)methyl]-1,2,3,4-tetrahydronaphthalene (2.88 g, 10.0 mmol) in dry dimethylformamide (20 mL). To this solution add N-methyl morpholine (1.01 g, 10.0 mmol), isoserine benzyl ester tosylate salt (3.67 g, 10.0 mmol) and 1-(3-dimethylaminopropyl)-3-ethylcarbodiimide hydrochloride (1.92 g, 10.0 mmol). Stir the reaction mixture for 18 hours under an atmosphere of argon at ambient temperature then partition between ethyl acetate and dilute HCl. Wash the organic solution ... As a reaction SMILES: [CH2:1]([O:8][C:9]1[CH:18]=[CH:17][C:16]2[N+:15]([O-])=[CH:14][C:13]3[N:20]=[CH:21][N:22]([CH2:23][CH:24]([CH3:26])[CH3:25])[C:12]=3[C:11]=2[CH:10]=1)[C:2]1[CH:7]=[CH:6][CH:5]=[CH:4][CH:3]=1.ClC(Cl)(Cl)C([N:31]=C=O)=O.C[O-].[Na+]>>[CH2:1]([O:8][C:9]1[CH:18]=[CH:17][C:16]2[N:15]=[C:14]([NH2:31])[C:13]3[N:20]=[CH:21][N:22]([CH2:23][CH:24]([CH3:26])[CH3:25])[C:12]=3[C:11]=2[CH:10]=1)[C:2]1[CH:7]=[CH:6][CH:5]=[CH:4][CH:3]=1 |f:2.3|. Yields the product C(C1=CC=CC=C1)OC1=CC=2C3=C(C(=NC2C=C1)N)N=CN3CC(C)C (8-benzyloxy-1-(2-methylpropyl)-1H-imidazo[4,5-c]quinolin-4-amine). The reactants are C(C1=CC=CC=C1)OC1=CC=2C3=C(C=[N+](C2C=C1)[O-])N=CN3CC(C)C (8-benzyloxy-1-(2-methylpropyl)-5-oxido-1H-imidazo[4,5-c]quinoline), C[O-].[Na+] (sodium methoxide), ClC(C(=O)N=C=O)(Cl)Cl (trichloroacetyl isocyanate), ClC(C(=O)N=C=O)(Cl)Cl (trichloroacetyl isocyanate). Procedure: A modification of the general method described in Part C of Example 3 was followed using 8-benzyloxy-1-(2-methylpropyl)-5-oxido-1H-imidazo[4,5-c]quinoline (2.0 g, 5.8 mmol) as the starting material. The reaction with trichloroacetyl isocyanate was not complete after one hour as evidenced by a TLC analysis. Additional trichloroacetyl isocyanate (0.1 equivalent) was added, and the reaction was stirred for an additional hour. Following the reaction with sodium methoxide, the solid product was isola... Conditions: time 1 hour. Starting materials: N1=CC(=CC=C1)B(O)O (pyridin-3-ylboronic acid), BrC=1C=CC2=C(N(C(O2)=O)C)C1 (5-Bromo-3-methyl-3H-benzooxazol-2-one), C(=O)([O-])[O-].[Na+].[Na+] (Na2CO3). Reagents/catalysts: C=1C=CC(=CC1)[P](C=2C=CC=CC2)(C=3C=CC=CC3)[Pd]([P](C=4C=CC=CC4)(C=5C=CC=CC5)C=6C=CC=CC6)([P](C=7C=CC=CC7)(C=8C=CC=CC8)C=9C=CC=CC9)[P](C=1C=CC=CC1)(C=1C=CC=CC1)C=1C=CC=CC1 (Pd(PPh3)4). Run in COCCOC (DME). Product: CN1C(OC2=C1C=C(C=C2)C=2C=NC=CC2)=O (3-Methyl-5-pyridin-3-yl-3H-benzooxazol-2-one). Isolated yield 39.8%. RXN SMILES: [N:1]1[CH:6]=[CH:5][CH:4]=[C:3](B(O)O)[CH:2]=1.Br[C:11]1[CH:12]=[CH:13][C:14]2[O:18][C:17](=[O:19])[N:16]([CH3:20])[C:15]=2[CH:21]=1.C([O-])([O-])=O.[Na+].[Na+]>COCCOC.C1C=CC([P]([Pd]([P](C2C=CC=CC=2)(C2C=CC=CC=2)C2C=CC=CC=2)([P](C2C=CC=CC=2)(C2C=CC=CC=2)C2C=CC=CC=2)[P](C2C=CC=CC=2)(C2C=CC=CC=2)C2C=CC=CC=2)(C2C=CC=CC=2)C2C=CC=CC=2)=CC=1>[CH3:20][N:16]1[C:15]2[CH:21]=[C:11]([C:3]3[CH:2]=[N:1][CH:6]=[CH:5][CH:4]=3)[CH:12]=[CH:13][C:14]=2[O:18][C:17]1=[O:19] |f:2.3.4,^1:37,39,58,77|. Procedure details: A mixture of pyridin-3-ylboronic acid (61.5 mg, 0.5 mmol), 5-Bromo-3-methyl-3H-benzooxazol-2-one (114 mg, 0.5 mmol), polymer-supported Pd(PPh3)4 (0.11 mmol/g, 114 mg, 0.0125 mmol), Na2CO3 (2 M in water, 0.5 mL, 1 mmol) in DME (3 mL) was heated to reflux for 6 hrs. After filtration and concentration, the residue was purified by flash column (MeOH—CH2Cl2, v/v, 1-3%) and yielded the title compound as pale yellow solid (45 mg). 1HNMR(CDCl3, 400.342 MHz): δ 3.47 (s, 3H), 7.13 (s, 1H), 7.30 (m, 2H), 7... The reactants are C(CC(=O)[O-])(=O)OCC (monoethyl malonate), [O-]CC.[Mg+2].[O-]CC (magnesium ethoxide). Solvent: C1CCOC1 (THF). Conditions: time 5 hour. Product: Ethyl Magnesium Malonate. As a reaction SMILES: [C:1]([O:7][CH2:8][CH3:9])(=[O:6])[CH2:2][C:3]([O-:5])=[O:4].[O-]CC.[Mg+2:13].[O-]CC>C1COCC1>[C:1]([O-:7])(=[O:6])[CH2:2][C:3]([O-:5])=[O:4].[CH2:8]([Mg+2:13])[CH3:9] |f:1.2.3,5.6|. Procedure details: To a stirred solution of monoethyl malonate 1(1.65 g, 12.5 mmol) in THF (25 mL) was added the magnesium ethoxide (0.61 g, 6.25 mmol). The reaction mixture was allowed to stir at rt for 5 h (until the solution become clear). The result solution was used for next step without any treatment.